Dataset: the Open Reaction Database (ORD), a public repository of structured organic reaction records. Task: describe an organic reaction: reactants, conditions, products, and yield The reactants are CCC=CCC=CCC=CCC=CCC=CCCCC(=O)NCCO, CN(C)c1ccncc1, C(=NC1CCCCC1)=NC1CCCCC1, ClCCCl, C1CCOC1, O=C(O)c1cccnc1. Yields the product CCC=CCC=CCC=CCC=CCC=CCCCC(=O)NCCOC(=O)c1cccnc1. Reaction SMILES: [C:30]([CH2:31][CH2:32][CH2:33][CH:34]=[CH:35][CH2:36][CH:37]=[CH:38][CH2:39][CH:40]=[CH:41][CH2:42][CH:43]=[CH:44][CH2:45][CH:46]=[CH:47][CH2:48][CH3:49])(=[O:50])[NH:51][CH2:52][CH2:53][OH:54].[CH3:55][N:56]([CH3:57])[c:58]1[cH:59][cH:60][n:61][cH:62][cH:63]1.[CH:15]1([N:16]=[C:17]=[N:18][CH:19]2[CH2:20][CH2:21][CH2:22][CH2:23][CH2:24]2)[CH2:25][CH2:26][CH2:27][CH2:28][CH2:29]1.[Cl:64][CH2:65][CH2:66][Cl:67].[O:10]1[CH2:11][CH2:12][CH2:13][CH2:14]1.[OH:1][C:2](=[O:3])[c:4]1[cH:5][cH:6][cH:7][n:8][cH:9]1>>[O:1]([C:2](=[O:3])[c:4]1[cH:5][cH:6][cH:7][n:8][cH:9]1)[CH2:53][CH2:52][NH:51][C:30]([CH2:31][CH2:32][CH2:33][CH:34]=[CH:35][CH2:36][CH:37]=[CH:38][CH2:39][CH:40]=[CH:41][CH2:42][CH:43]=[CH:44][CH2:45][CH:46]=[CH:47][CH2:48][CH3:49])=[O:50]. Reactants: 2-dicyclohexylphosphino-2′,6′-dimethoxy-1′1′-biphenyl, chloro(2-dicyclohexylphosphino-2′,6′-dimethoxy-1,1′-biphenyl)[2-(2-aminoethylphenyl)]palladium(ii) methyl-t-butylether, P(=O)([O-])([O-])[O-].[K+].[K+].[K+] (potassium phosphate), C1(CC1)B(O)O (cyclopropylboronic acid), ClC=1C(=CC(=C(C1)C1=NC=CC2=CC(=CC=C12)S(=O)(=O)NC1=NC=NC=C1)OC)C(F)F (1-(5-CHLORO-4-(DIFLUOROMETHYL)-2-METHOXYPHENYL)-N-(PYRIMIDIN-4-YL)ISOQUINOLINE-6-SULFONAMIDE), Cl (HCl). Run in O1CCOCC1 (dioxane). Run at time 10 minute. Product: C1(CC1)C=1C(=CC(=C(C1)C1=NC=CC2=CC(=CC=C12)S(=O)(=O)NC1=NC=NC=C1)OC)C(F)F (1-(5-cyclopropyl-4-(difluoromethyl)-2-methoxyphenyl)-N-(pyrimidin-4-yl)isoquinoline-6-sulfonamide). Yield: 37.1%. RXN SMILES: P([O-])([O-])([O-])=O.[K+].[K+].[K+].[CH:9]1(B(O)O)[CH2:11][CH2:10]1.Cl[C:16]1[C:17]([CH:44]([F:46])[F:45])=[CH:18][C:19]([O:42][CH3:43])=[C:20]([C:22]2[C:31]3[C:26](=[CH:27][C:28]([S:32]([NH:35][C:36]4[CH:41]=[CH:40][N:39]=[CH:38][N:37]=4)(=[O:34])=[O:33])=[CH:29][CH:30]=3)[CH:25]=[CH:24][N:23]=2)[CH:21]=1.Cl>O1CCOCC1>[CH:9]1([C:16]2[C:17]([CH:44]([F:45])[F:46])=[CH:18][C:19]([O:42][CH3:43])=[C:20]([C:22]3[C:31]4[C:26](=[CH:27][C:28]([S:32]([NH:35][C:36]5[CH:41]=[CH:40][N:39]=[CH:38][N:37]=5)(=[O:33])=[O:34])=[CH:29][CH:30]=4)[CH:25]=[CH:24][N:23]=3)[CH:21]=2)[CH2:11][CH2:10]1 |f:0.1.2.3|. Procedure: A solution of 2-dicyclohexylphosphino-2′,6′-dimethoxy-1′1′-biphenyl (4.59 mg, 0.011 mmol), chloro(2-dicyclohexylphosphino-2′,6′-dimethoxy-1,1′-biphenyl)[2-(2-aminoethylphenyl)]palladium(ii) methyl-t-butylether (8.48 mg, 0.011 mmol), potassium phosphate (0.190 g, 0.895 mmol), cyclopropylboronic acid (0.038 g, 0.448 mmol), and 1-(5-chloro-4-(difluoromethyl)-2-methoxyphenyl)-N-(pyrimidin-4-yl)isoquinoline-6-sulfonamide (From Example 457; 0.108 g, 0.224 mmol) in 1.5 mL dioxane/0.5 mL water was heate... Reactants: ClC(CC=C)C=1C(=NC=CC1)OC (3-(1-Chloro-but-3-en-1-yl)-2-methoxypyridine). The reagents and catalysts are [Zn] (zinc). Solvent: CO (methanol). The product is C(CC=C)C=1C(=NC=CC1)OC (3-(But-3-en-1-yl)-2-methoxypyridine). The yield is 22.7%. RXN SMILES: Cl[CH:2]([C:6]1[C:7]([O:12][CH3:13])=[N:8][CH:9]=[CH:10][CH:11]=1)[CH2:3][CH:4]=[CH2:5]>CO.[Zn]>[CH2:2]([C:6]1[C:7]([O:12][CH3:13])=[N:8][CH:9]=[CH:10][CH:11]=1)[CH2:3][CH:4]=[CH2:5]. Procedure: A total of 71.4 g of zinc (copper-activated) are added to 118.5 g (0.54 mol) of the compound from Example II in 1000 ml of anhydrous methanol, and the mixture is refluxed for 2 hours. The precipitate is filtered off, and the filtrate is subsequently evaporated in vacuo. Fractional distillation of the residue produces 20.0 g of the title compound having b.p. 96° C./20 mmHg.